Dataset: the Open Reaction Database (ORD), a public repository of structured organic reaction records. Task: describe an organic reaction: reactants, conditions, products, and yield The reactants are CC(C)N1CCC(O)CC1, O=C1NCCCn2c1cc1cc(O)ccc12, c1ccc(P(c2ccccc2)c2ccccc2)cc1. Product: CC(C)N1CCC(Oc2ccc3c(c2)cc2n3CCCNC2=O)CC1. RXN SMILES: [CH:17]([CH3:18])([CH3:19])[N:20]1[CH2:21][CH2:22][CH:23]([OH:26])[CH2:24][CH2:25]1.[OH:1][c:2]1[cH:3][c:4]2[cH:5][c:6]3[n:7]([c:8]2[cH:9][cH:10]1)[CH2:11][CH2:12][CH2:13][NH:14][C:15]3=[O:16].[c:27]1([P:28]([c:29]2[cH:30][cH:31][cH:32][cH:33][cH:34]2)[c:35]2[cH:36][cH:37][cH:38][cH:39][cH:40]2)[cH:41][cH:42][cH:43][cH:44][cH:45]1>>[O:1]([c:2]1[cH:3][c:4]2[cH:5][c:6]3[n:7]([c:8]2[cH:9][cH:10]1)[CH2:11][CH2:12][CH2:13][NH:14][C:15]3=[O:16])[CH:23]1[CH2:22][CH2:21][N:20]([CH:17]([CH3:18])[CH3:19])[CH2:25][CH2:24]1. The reactants are CC(C)(C)O, O=[N+]([O-])c1ccc(OCc2ccsc2)cc1F, [K+], [OH-]. The product is O=[N+]([O-])c1ccc(OCc2ccsc2)cc1O. As a reaction SMILES: [C:20]([OH:21])([CH3:22])([CH3:23])[CH3:24].[F:1][c:2]1[c:3]([N+:15](=[O:16])[O-:17])[cH:4][cH:5][c:6]([O:8][CH2:9][c:10]2[cH:11][s:12][cH:13][cH:14]2)[cH:7]1.[K+:19].[OH-:18]>>[c:2]1([OH:18])[c:3]([N+:15](=[O:16])[O-:17])[cH:4][cH:5][c:6]([O:8][CH2:9][c:10]2[cH:11][s:12][cH:13][cH:14]2)[cH:7]1. The reactants are CC=1OC2=C(C=CC=C2C(C1)=O)C=O (2-methyl-4-oxo-4H-chromene-8-carbaldehyde), C(#N)C=C(C)[O-].[Na+] (sodium 1-cyanoprop-1-en-2-olate), NC(=CC(CCC1CCC1)=O)C (5-amino-1-cyclobutylhex-4-en-3-one), C(C)(=O)O (acetic acid). Run in CC(C)O (2-propanol). The product is C1(CCC1)CCC(=O)C=1C(C(=C(NC1C)C)C#N)C=1C=CC=C2C(C=C(OC12)C)=O (5-(3-Cyclobutylpropanoyl)-2,6-dimethyl-4-(2-methyl-4-oxo-4H-chromen-8-yl)-1,4-dihydropyridine-3-carbonitrile). As a reaction SMILES: [CH3:1][C:2]1[O:3][C:4]2[C:9]([C:10](=[O:12])[CH:11]=1)=[CH:8][CH:7]=[CH:6][C:5]=2[CH:13]=O.[C:15]([CH:17]=[C:18]([O-])[CH3:19])#[N:16].[Na+].[NH2:22][C:23]([CH3:33])=[CH:24][C:25](=[O:32])[CH2:26][CH2:27][CH:28]1[CH2:31][CH2:30][CH2:29]1.C(O)(=O)C>CC(O)C>[CH:28]1([CH2:27][CH2:26][C:25]([C:24]2[CH:13]([C:5]3[CH:6]=[CH:7][CH:8]=[C:9]4[C:4]=3[O:3][C:2]([CH3:1])=[CH:11][C:10]4=[O:12])[C:17]([C:15]#[N:16])=[C:18]([CH3:19])[NH:22][C:23]=2[CH3:33])=[O:32])[CH2:29][CH2:30][CH2:31]1 |f:1.2|. Procedure details: 100 mg (0.53 mmol) of 2-methyl-4-oxo-4H-chromene-8-carbaldehyde are dissolved with 55.8 mg (0.53 mmol) of sodium 1-cyanoprop-1-en-2-olate, 88.8 mg (0.53 mmol) of 5-amino-1-cyclobutylhex-4-en-3-one (example 15, stage a) and 30 μl (0.53 mmol) of acetic acid in 3 ml of 2-propanol and heated under reflux under argon for 4 h. The solvent is removed in vacuo, and the residue is purified by preparative HPLC. 61 mg (28% of theory) of the title compound are obtained as a yellow solid. Reactants: Cc1cc(Cl)ccc1OCCCC(=O)O, O. The product is Cc1cc(Cl)cc2c1OCCCC2=O. RXN SMILES: [Cl:1][c:2]1[cH:3][c:4]([CH3:15])[c:5]([O:6][CH2:7][CH2:8][CH2:9][C:10](=[O:11])[OH:12])[cH:13][cH:14]1.[OH2:16]>>[Cl:1][c:2]1[cH:3][c:4]([CH3:15])[c:5]2[c:13]([cH:14]1)[C:10](=[O:12])[CH2:9][CH2:8][CH2:7][O:6]2.